This data is from the Open Reaction Database (ORD), a public repository of structured organic reaction records. The task is: describe an organic reaction: reactants, conditions, products, and yield The reactants are FC=1C=C(CC=2C=C3C(=NN(C3=CC2)C(C2=CC=CC=C2)(C2=CC=CC=C2)C2=CC=CC=C2)NC(C2=C(C=C(C=C2)N2CCN(CC2)C)[N+](=O)[O-])=O)C=C(C1)F (N-[5-(3,5-difluoro-benzyl)-1-trityl-1H-indazol-3-yl]-4-(4-methyl-piperazin-1-yl)-2-nitro-benzamide), Cl (HCl). Solvent: O1CCOCC1 (dioxane), O1CCOCC1 (dioxane). Run at time 1 hour. Product: Cl.FC=1C=C(CC=2C=C3C(=NNC3=CC2)NC(C2=C(C=C(C=C2)N2CCN(CC2)C)[N+](=O)[O-])=O)C=C(C1)F (N-[5-(3,5-Difluoro-benzyl)-1H-indazol-3-yl]-4-(4-methyl-piperazin-1-yl)-2-nitro-benzamide hydrochloride), Cl (hydrochloride). Yield: 87.0%. Reaction SMILES: [F:1][C:2]1[CH:3]=[C:4]([CH:53]=[C:54]([F:56])[CH:55]=1)[CH2:5][C:6]1[CH:7]=[C:8]2[C:12](=[CH:13][CH:14]=1)[N:11](C(C1C=CC=CC=1)(C1C=CC=CC=1)C1C=CC=CC=1)[N:10]=[C:9]2[NH:34][C:35](=[O:52])[C:36]1[CH:41]=[CH:40][C:39]([N:42]2[CH2:47][CH2:46][N:45]([CH3:48])[CH2:44][CH2:43]2)=[CH:38][C:37]=1[N+:49]([O-:51])=[O:50].[ClH:57]>O1CCOCC1>[ClH:57].[F:56][C:54]1[CH:53]=[C:4]([CH:3]=[C:2]([F:1])[CH:55]=1)[CH2:5][C:6]1[CH:7]=[C:8]2[C:12](=[CH:13][CH:14]=1)[NH:11][N:10]=[C:9]2[NH:34][C:35](=[O:52])[C:36]1[CH:41]=[CH:40][C:39]([N:42]2[CH2:43][CH2:44][N:45]([CH3:48])[CH2:46][CH2:47]2)=[CH:38][C:37]=1[N+:49]([O-:51])=[O:50].[ClH:57] |f:3.4|. Procedure: To a solution of N-[5-(3,5-difluoro-benzyl)-1-trityl-1H-indazol-3-yl]-4-(4-methyl-piperazin-1-yl)-2-nitro-benzamide (28.5 mg, 0.04 mmol) in dioxane (1 mL), 4 M HCl in dioxane (0.1 mL) was added and the mixture was stirred at room temperature for 1 hour. After concentration the residue was suspended in diethyl ether/MeOH 1:1, stirred for 20 min, filtered, washed with the same solvent mixture and dried. The desired product was obtained as hydrochloride derivative (19 mg, 87%).